This data is from the Open Reaction Database (ORD), a public repository of structured organic reaction records. The task is: describe an organic reaction: reactants, conditions, products, and yield Starting materials: [Cr](=O)(=O)([O-])Cl.[NH+]1=CC=CC=C1 (pyridinium chlorochromate), C[Si](C=1OC=C(C1)CCCO)(C)C (3-(2-trimethylsilyl-4-furyl)propan-1-ol). Run in C(Cl)Cl (methylene chloride), C(Cl)Cl (methylene chloride). Conditions: time 90 minute. The product is C[Si](C=1OC=C(C1)CCC=O)(C)C (3-(2-Trimethysilyl-4-furyl)propan-1-al). Reaction SMILES: [Cr](Cl)([O-])(=O)=O.[NH+]1C=CC=CC=1.[CH3:12][Si:13]([CH3:24])([CH3:23])[C:14]1[O:15][CH:16]=[C:17]([CH2:19][CH2:20][CH2:21][OH:22])[CH:18]=1>C(Cl)Cl>[CH3:24][Si:13]([CH3:12])([CH3:23])[C:14]1[O:15][CH:16]=[C:17]([CH2:19][CH2:20][CH:21]=[O:22])[CH:18]=1 |f:0.1|. Procedure: To a stirring mixture of pyridinium chlorochromate (3.89 g, 18.03 mmol) suspended in methylene chloride (100 ml) at 0° was added 3-(2-trimethylsilyl-4-furyl)propan-1-ol (1.19 g. 6.01 mmol), prepared as in Example 2, in dry methylene chloride (15 ml). This mixture was allowed to warm to room temperature, stirred for 90 minutes, filtered and concentrated to give the desired aldehyde. Starting materials: C(C)C(=O)C (methyl ethyl ketone), C(C)#N (acetonitrile), ClCC1OC1 (chloromethyloxirane), C([O-])([O-])=O.[K+].[K+] (potassium carbonate), CC(=O)C (acetone). The product is O1C2(C(O)C=CC(=C21)O)CC2CO2 ((2,3-epoxy)glycidylhydroquinone). Reaction SMILES: Cl[CH2:2][CH:3]1[CH2:5][O:4]1.C(=O)([O-])[O-:7].[K+].[K+].[CH2:12]([C:14](C)=[O:15])[CH3:13].C(#N)C.[CH3:20][C:21]([CH3:23])=[O:22]>>[O:4]1[C:5]2[C:3]1([CH2:20][CH:21]1[O:22][CH2:23]1)[CH:2]([CH:13]=[CH:12][C:14]=2[OH:15])[OH:7] |f:1.2.3|. Reported procedure: Then, this is reacted with chloromethyloxirane in the presence of a deacidification agent, e.g. potassium carbonate, in acetone, methyl ethyl ketone or acetonitrile to form (2,3-epoxy)glycidylhydroquinone derivative (VIII). 1-(2,3,5-trimethyl-4-acetoxyphenoxy)-2,3-epoxypropane, in particular, can be synthesized by a method described in Czechoslovak Patent No.7704666. Then this is subjected to addition reaction with a phenylpiperazine derivative in heated alcohol or dioxane to form compound (XI),... Reactants: 3- and 5-bromo-2-methylbenzoic acid methyl ester, COC(C1=C(C(=CC=C1)Br)CBr)=O (3-bromo-2-bromomethylbenzoic acid methyl ester), BrN1C(CCC1=O)=O (N-bromosuccinimide), CC(C)(C#N)N=NC(C)(C)C#N (AIBN). Product: COC(C1=C(C=CC(=C1)Br)CBr)=O (5-Bromo-2-bromomethyl-benzoic acid methyl ester). Run in C(Cl)(Cl)(Cl)Cl (carbon tetrachloride). As a reaction SMILES: [Br:1]N1C(=O)CCC1=O.CC(N=NC(C#N)(C)C)(C#N)C.[CH3:21][O:22][C:23](=[O:33])[C:24]1[CH:29]=[CH:28][CH:27]=[C:26](Br)[C:25]=1[CH2:31][Br:32]>C(Cl)(Cl)(Cl)Cl>[CH3:21][O:22][C:23](=[O:33])[C:24]1[CH:29]=[C:28]([Br:1])[CH:27]=[CH:26][C:25]=1[CH2:31][Br:32]. Procedure: The mixture of 3- and 5-bromo-2-methylbenzoic acid methyl ester (35.79 g; 156 mmol) is dissolved in carbon tetrachloride (200 mL). To the solution is added N-bromosuccinimide (29.5 g; 166 mmol), followed by AIBN (54 mg) and the mixture was heated at reflux temperature for 20 hours. Then the mixture was cooled to room temperature and the succinimide was filtered from solution and rinsed with carbon tetrachloride. The solvent was evaporated to yield a mixture of the title compound and 3-bromo-2-br...